This data is from the Open Reaction Database (ORD), a public repository of structured organic reaction records. The task is: describe an organic reaction: reactants, conditions, products, and yield The reactants are O1C(CCCC1)OCC1=NC=C(C(=O)OC)C=C1 (Methyl 6-((tetrahydro-2H-pyran-2-yloxy)methyl)nicotinate), CC(C)C[AlH]CC(C)C (DIBAL-H). The solvent is C1CCOC1 (THF). Reaction conditions: temperature 0 celsius, time 90 minute. Product: O1C(CCCC1)OCC1=CC=C(C=N1)CO ((6-((tetrahydro-2H-pyran-2-yloxy)methyl)pyridin-3-yl)methanol). The yield is 97.0%. As a reaction SMILES: [O:1]1[CH2:6][CH2:5][CH2:4][CH2:3][CH:2]1[O:7][CH2:8][C:9]1[CH:18]=[CH:17][C:12]([C:13](OC)=[O:14])=[CH:11][N:10]=1.CC(C[AlH]CC(C)C)C>C1COCC1>[O:1]1[CH2:6][CH2:5][CH2:4][CH2:3][CH:2]1[O:7][CH2:8][C:9]1[N:10]=[CH:11][C:12]([CH2:13][OH:14])=[CH:17][CH:18]=1. Reported procedure: Methyl 6-((tetrahydro-2H-pyran-2-yloxy)methyl)nicotinate (1.5 g, 6.0 mmol) was dissolved in THF (30 mL) and cooled to 0° C. under nitrogen. DIBAL-H (1.0 M in THF, 21 mL, 21 mmol) was added dropwise, via a syringe over 5 min, and stirred for 90 min. The reaction mixture was warmed to room temperature, and quenched with water (25 mL), followed by saturated NH4Cl (10 mL). After stirring for 10 minutes, the mixture was basified with solid KOH, extracted with CH2Cl2 (2×100 mL), washed with brine (100... Isolated yield 10.0%. The reagents and catalysts are [Cl-].OCC[N+](C)(C)C (choline chloride), [Cl-].OCC[N+](C)(C)C (choline chloride), [Cl-].OCC[N+](C)(C)C (choline chloride), [Cl-].OCC[N+](C)(C)C (Choline Chloride). The solvent is O (water). Procedure details: From Choline Chloride and Choline Hydroxide. A 10% choline buffer was prepared from equal portions of 10% choline chloride and 10% choline hydroxide. The 10% choline chloride solution was prepared from 10 g of choline chloride diluted to 100 ml with water. The 10% choline hydroxide solution was prepared by diluting a 50% solution, decolorizing with charcoal, and filtering. Choline hydroxide may also be prepared from choline chloride by ion exchange chromatography. Yields the product OCC[N+](C)(C)C (choline), [OH-].OCC[N+](C)(C)C (choline hydroxide). RXN SMILES: [OH-:1].[OH:2][CH2:3][CH2:4][N+:5]([CH3:8])([CH3:7])[CH3:6].C>[Cl-].OCC[N+](C)(C)C.O>[OH:2][CH2:3][CH2:4][N+:5]([CH3:8])([CH3:7])[CH3:6].[OH-:1].[OH:2][CH2:3][CH2:4][N+:5]([CH3:8])([CH3:7])[CH3:6] |f:0.1,3.4,7.8|. The reactants are [OH-].OCC[N+](C)(C)C (choline hydroxide), solution, [OH-].OCC[N+](C)(C)C (Choline Hydroxide), C (charcoal). Reactants: CN1CCOCC1 (N-methylmorpholine), CO[NH3+].[Cl-] (o-methylhydroxylamine hydrochloride), Cl.C(C)N=C=NCCCN(C)C (1-ethyl-3-(3-dimethylaminopropyl)carbodiimide hydrochloride), ClC1=CC=C(C=C1)S(=O)(=O)C(C1=CC=C(C=N1)C(=O)O)C1=C(C=CC(=C1)F)F ([6-[(4-chlorophenylsulfonyl)(2,5-difluorophenyl)methyl]pyridin-3-yl]carboxylic acid). The solvent is ClCCl (dichloromethane), C(C)(=O)OCC (ethyl acetate), O1CCCC1 (tetrahydrofuran), ClCCl (dichloromethane). Run at time 1 hour. Product: ClC1=CC=C(C=C1)S(=O)(=O)C(C1=NC=C(C(=O)NOC)C=C1)C1=C(C=CC(=C1)F)F (6-[(4-Chlorophenylsulfonyl)(2,5-difluorophenyl)methyl]-N-methoxynicotinamide). Isolated yield 51.7%. As a reaction SMILES: [Cl:1][C:2]1[CH:7]=[CH:6][C:5]([S:8]([CH:11]([C:21]2[CH:26]=[C:25]([F:27])[CH:24]=[CH:23][C:22]=2[F:28])[C:12]2[N:17]=[CH:16][C:15]([C:18](O)=[O:19])=[CH:14][CH:13]=2)(=[O:10])=[O:9])=[CH:4][CH:3]=1.CN1CCOCC1.[CH3:36][O:37][NH3+:38].[Cl-].Cl.C(N=C=NCCCN(C)C)C>ClCCl.C(OCC)(=O)C.O1CCCC1>[Cl:1][C:2]1[CH:3]=[CH:4][C:5]([S:8]([CH:11]([C:21]2[CH:26]=[C:25]([F:27])[CH:24]=[CH:23][C:22]=2[F:28])[C:12]2[CH:13]=[CH:14][C:15]([C:18]([NH:38][O:37][CH3:36])=[O:19])=[CH:16][N:17]=2)(=[O:10])=[O:9])=[CH:6][CH:7]=1 |f:2.3,4.5|. Reported procedure: To a suspension of the [6-[(4-chlorophenylsulfonyl)(2,5-difluorophenyl)methyl]pyridin-3-yl]carboxylic acid (100 mg, 0.236 mmol), which had been obtained in Example 338, in dichloromethane (6 ml) were added N-methylmorpholine (77.7 μl, 0.708 mmol), o-methylhydroxylamine hydrochloride (23.6 mg, 0.283 mzmol), and 1-ethyl-3-(3-dimethylaminopropyl)carbodiimide hydrochloride (54.3 mg, 0.283 mmol). After stirring at room temperature for 1 hour, tetrahydrofuran (1 ml) was added to the mixture. The react... Reactants: ClC(=O)N1C=2C(C(NC3=C1C=CC=C3)=O)=CSC2C (4-(chlorocarbonyl)-4,9-dihydro-3-methyl-10H-thieno[3,4-b][1,5]benzodiazepin-10-one), C(C)N(CCCC1CCN(CC1)CCN)CC (2-[4-[3-(diethylamino)propyl]-piperidin-l-yl]ethanamine). Run in C(C)#N (acetonitrile). Product: C(C)N(CCCC1CCN(CC1)CCNC(=O)N1C=2C(C(NC3=C1C=CC=C3)=O)=CSC2C)CC (4-[[[2-[4-[3-(Diethylamino)propyl]-piperidin-l-yl]ethyl]amino]carbonyl]-4,9-dihydro-3-methyl-10H-thieno[3,4-b][1,5]benzodiazepin-10-one). Isolated yield 52.0%. Reaction SMILES: Cl[C:2]([N:4]1[C:10]2[CH:11]=[CH:12][CH:13]=[CH:14][C:9]=2[NH:8][C:7](=[O:15])[C:6]2=[CH:16][S:17][C:18]([CH3:19])=[C:5]12)=[O:3].[CH2:20]([N:22]([CH2:35][CH3:36])[CH2:23][CH2:24][CH2:25][CH:26]1[CH2:31][CH2:30][N:29]([CH2:32][CH2:33][NH2:34])[CH2:28][CH2:27]1)[CH3:21]>C(#N)C>[CH2:35]([N:22]([CH2:20][CH3:21])[CH2:23][CH2:24][CH2:25][CH:26]1[CH2:31][CH2:30][N:29]([CH2:32][CH2:33][NH:34][C:2]([N:4]2[C:10]3[CH:11]=[CH:12][CH:13]=[CH:14][C:9]=3[NH:8][C:7](=[O:15])[C:6]3=[CH:16][S:17][C:18]([CH3:19])=[C:5]23)=[O:3])[CH2:28][CH2:27]1)[CH3:36]. Procedure details: Prepared analogously to Example 1 from 4-(chlorocarbonyl)-4,9-dihydro-3-methyl-10H-thieno[3,4-b][1,5]benzodiazepin-10-one and 2-[4-[3-(diethylamino)propyl]-piperidin-l-yl]ethanamine in a yield of 52% of theory. Colourless crystals, m.p. 131°-133° C. (acetonitrile). The reactants are CNC(C)C=1C=C(C#N)C=CC1 (3-[1-(methylamino)ethyl]benzonitrile), BrC(C(=O)OC)C (methyl 2-bromopropionate). Yields the product C(#N)C=1C=C(C=CC1)C(C)N([C@@H](C)C(=O)OC)C (methyl N-[1-(3-cyanophenyl)ethyl]-N-methylalaninate). RXN SMILES: [CH3:1][NH:2][CH:3]([C:5]1[CH:6]=[C:7]([CH:10]=[CH:11][CH:12]=1)[C:8]#[N:9])[CH3:4].Br[CH:14]([CH3:19])[C:15]([O:17][CH3:18])=[O:16]>>[C:8]([C:7]1[CH:6]=[C:5]([CH:3]([N:2]([CH3:1])[C@H:14]([C:15]([O:17][CH3:18])=[O:16])[CH3:19])[CH3:4])[CH:12]=[CH:11][CH:10]=1)#[N:9]. Procedure details: Compound was prepared following the general procedure 11 starting from 3-[1-(methylamino)ethyl]benzonitrile and methyl 2-bromopropionate, affording the title compound as a colorless oil. HPLC (Method A) Rt 1.54 min (Purity: 74%). The reactants are CC1C=CC2=CC(C(C)(C)C)CC(O)C2C1(CCC1CC(C(C)(C)C)C(O[SiH](C)C)C(=O)O1)O[SiH](C)C, CCCC(Oc1ccccc1)C(=O)O. The product is CCCC(Oc1ccccc1)C(=O)OC1CC(C(C)(C)C)C=C2C=CC(C)C(CCC3CC(C(C)(C)C)C(O[SiH](C)C)C(=O)O3)(O[SiH](C)C)C21. Reaction SMILES: [C:15]([CH3:16])([CH3:17])([CH3:18])[CH:19]1[CH:20]=[C:21]2[CH:22]=[CH:23][CH:24]([CH3:51])[C:25]([CH2:30][CH2:31][CH:32]3[CH2:33][CH:34]([C:43]([CH3:44])([CH3:45])[CH3:46])[CH:35]([O:39][SiH:40]([CH3:41])[CH3:42])[C:36](=[O:38])[O:37]3)([O:47][SiH:48]([CH3:49])[CH3:50])[CH:26]2[CH:27]([OH:29])[CH2:28]1.[O:1]([c:2]1[cH:3][cH:4][cH:5][cH:6][cH:7]1)[CH:8]([C:9](=[O:10])[OH:11])[CH2:12][CH2:13][CH3:14]>>[O:1]([c:2]1[cH:3][cH:4][cH:5][cH:6][cH:7]1)[CH:8]([C:9]([O:10][CH:27]1[CH:26]2[C:21](=[CH:20][CH:19]([C:15]([CH3:16])([CH3:17])[CH3:18])[CH2:28]1)[CH:22]=[CH:23][CH:24]([CH3:51])[C:25]2([CH2:30][CH2:31][CH:32]1[CH2:33][CH:34]([C:43]([CH3:44])([CH3:45])[CH3:46])[CH:35]([O:39][SiH:40]([CH3:41])[CH3:42])[C:36](=[O:38])[O:37]1)[O:47][SiH:48]([CH3:49])[CH3:50])=[O:11])[CH2:12][CH2:13][CH3:14]. The reactants are CN(C)C=O, CCOC(C)=O, O=C(Cl)C(=O)Cl, O=C(O)c1cccc(OC(F)(F)F)c1, N#Cc1c(Oc2cccc(N)c2)ccc2nc(NC(=O)C3CC3)sc12, C1CCOC1. The product is N#Cc1c(Oc2cccc(NC(=O)c3cccc(OC(F)(F)F)c3)c2)ccc2nc(NC(=O)C3CC3)sc12. Reaction SMILES: [CH3:21][N:22]([CH3:23])[CH:24]=[O:25].[CH3:56][CH2:57][O:58][C:59](=[O:60])[CH3:61].[Cl:15][C:16]([C:17]([Cl:18])=[O:19])=[O:20].[F:1][C:2]([O:3][c:4]1[cH:5][c:6]([C:7](=[O:8])[OH:9])[cH:10][cH:11][cH:12]1)([F:13])[F:14].[NH2:26][c:27]1[cH:28][c:29]([O:30][c:31]2[c:32]([C:46]#[N:47])[c:33]3[c:34]([n:35][c:36]([NH:38][C:39](=[O:40])[CH:41]4[CH2:42][CH2:43]4)[s:37]3)[cH:44][cH:45]2)[cH:48][cH:49][cH:50]1.[O:51]1[CH2:52][CH2:53][CH2:54][CH2:55]1>>[F:1][C:2]([O:3][c:4]1[cH:5][c:6]([C:7](=[O:9])[NH:26][c:27]2[cH:28][c:29]([O:30][c:31]3[c:32]([C:46]#[N:47])[c:33]4[c:34]([n:35][c:36]([NH:38][C:39](=[O:40])[CH:41]5[CH2:42][CH2:43]5)[s:37]4)[cH:44][cH:45]3)[cH:48][cH:49][cH:50]2)[cH:10][cH:11][cH:12]1)([F:13])[F:14]. Starting materials: Cc1ccccc1, COC(=O)c1ccccc1C=O, CC(C)C(C)(N)C(N)=O, O, Cc1ccc(S(=O)(=O)O)cc1. Product: COC(=O)c1ccccc1C=NC(C)(C(N)=O)C(C)C. Reaction SMILES: [CH3:34][c:35]1[cH:36][cH:37][cH:38][cH:39][cH:40]1.[CH:1](=[O:2])[c:3]1[c:4]([C:5](=[O:6])[O:7][CH3:8])[cH:9][cH:10][cH:11][cH:12]1.[NH2:13][C:14]([C:15](=[O:16])[NH2:17])([CH:18]([CH3:19])[CH3:20])[CH3:21].[OH2:33].[c:22]1([CH3:23])[cH:24][cH:25][c:26]([S:27]([OH:28])(=[O:29])=[O:30])[cH:31][cH:32]1>>[CH:1]([c:3]1[c:4]([C:5](=[O:6])[O:7][CH3:8])[cH:9][cH:10][cH:11][cH:12]1)=[N:13][C:14]([C:15](=[O:16])[NH2:17])([CH:18]([CH3:19])[CH3:20])[CH3:21]. Starting materials: [N+](=O)([O-])C=1C=C(C=CC1)C([C@@H](C)O)=O ((R)-1-(3-nitrophenyl)-2-hydroxypropan-1-one), NC(CO)(C)C (2-amino-2-methyl-1-propanol), CN(C)C1=CC=CC2=C1C(=CC=C2)N(C)C (Proton sponge), S(=O)(=O)(C(F)(F)F)OS(=O)(=O)C(F)(F)F (triflic anhydride). The solvent is C(C)#N (acetonitrile). Product: [N+](=O)([O-])C=1C=C(C=CC1)[C@]1([C@@H](NC(CO1)(C)C)C)O ((2S,3S)-2-(3-Nitrophenyl)-3,5,5-trimethylmorpholin-2-ol). Isolated yield 17.9%. As a reaction SMILES: [N+:1]([C:4]1[CH:5]=[C:6]([C:10](=[O:14])[C@H:11](O)[CH3:12])[CH:7]=[CH:8][CH:9]=1)([O-:3])=[O:2].CN(C1C2C(N(C)C)=CC=CC=2C=CC=1)C.S(OS(C(F)(F)F)(=O)=O)(C(F)(F)F)(=O)=O.[NH2:46][C:47]([CH3:51])([CH3:50])[CH2:48][OH:49]>C(#N)C>[N+:1]([C:4]1[CH:5]=[C:6]([C@:10]2([OH:14])[O:49][CH2:48][C:47]([CH3:51])([CH3:50])[NH:46][C@H:11]2[CH3:12])[CH:7]=[CH:8][CH:9]=1)([O-:3])=[O:2]. Reported procedure: Compound 4g was synthesized by a procedure similar to that described for (2S,3S)-4a using (R)-1-(3-nitrophenyl)-2-hydroxypropan-1-one (10g, 4.0 g, 0.021 mol), Proton sponge (5.2 g, 0.0246 mol), triflic anhydride (3.7 mL, 0.023 mol), and 2-amino-2-methyl-1-propanol (4.0 g, 0.045 mol) in acetonitrile (45 mL). After purification, 1.0 g (18%) of the free base 4g was isolated and converted to the hemi-D-tartrate salt, which had 94% ee: mp 192-193° C.; [α]20D +6.5° (c 1.0, CH3OH); 1H NMR (methanol-d4)... Run in C(C)O (ethanol). Reaction SMILES: O1CCCC1.[C:6]([C:8]1[CH:18]=[CH:17][C:11]2[S:12][C:13]([CH:15]=O)=[CH:14][C:10]=2[CH:9]=1)#[N:7].[Cl-].[CH2:20]([O:22][C:23]1[C:24]([O:56][CH3:57])=[CH:25][C:26]([CH2:49][CH2:50][C:51]([O:53][CH2:54][CH3:55])=[O:52])=[C:27]([CH2:29][P+](C2C=CC=CC=2)(C2C=CC=CC=2)C2C=CC=CC=2)[CH:28]=1)[CH3:21].C1CCN2C(=NCCC2)CC1>C(O)C>[C:6]([C:8]1[CH:18]=[CH:17][C:11]2[S:12][C:13]([CH2:15][CH2:29][C:27]3[CH:28]=[C:23]([O:22][CH2:20][CH3:21])[C:24]([O:56][CH3:57])=[CH:25][C:26]=3[CH2:49][CH2:50][C:51]([O:53][CH2:54][CH3:55])=[O:52])=[CH:14][C:10]=2[CH:9]=1)#[N:7] |f:2.3|. Reactants: O1CCCC1 (tetrahydrofuran), C(#N)C1=CC2=C(SC(=C2)C=O)C=C1 (5-cyanobenzo[b]thiophene-2-carbaldehyde), [Cl-].C(C)OC=1C(=CC(=C(C1)C[P+](C1=CC=CC=C1)(C1=CC=CC=C1)C1=CC=CC=C1)CCC(=O)OCC)OC ([5-ethoxy-2-(2-ethoxycarbonylethyl)-4-methoxyphenyl]methyltriphenylphosphonium chloride), C1CCC2=NCCCN2CC1 (1,8-diazabicyclo[5.4.0]-7-undecene). Reported procedure: To a mixture solution of 50 ml of tetrahydrofuran and 50 ml of ethanol were dissolved 1.5 g of 5-cyanobenzo[b]thiophene-2-carbaldehyde and 6.34 g of crude [5-ethoxy-2-(2-ethoxycarbonylethyl)-4-methoxyphenyl]methyltriphenylphosphonium chloride obtained in the above step d). 1.83 g of 1,8-diazabicyclo[5.4.0]-7-undecene was added thereto, followed by stirring at room temperature for 18 hours. The resulting reaction solution was concentrated under a reduced pressure, and the residue was dissolved in... Yield: 34.2%. Conditions: time 18 hour. Yields the product C(#N)C1=CC2=C(SC(=C2)CCC2=C(C=C(C(=C2)OCC)OC)CCC(=O)OCC)C=C1 (ethyl 3-[2-[2-(5-cyanobenzo[b]thien-2-yl)ethyl]-4-ethoxy-5-methoxyphenyl]propionate).